From a dataset of the Open Reaction Database (ORD), a public repository of structured organic reaction records. describe an organic reaction: reactants, conditions, products, and yield Reactants: NC(C(O)C1=CC=C(C=C1)F)CC1=CC=C(C=C1)C(F)(F)F ((1RS,2SR)-2-amino-1-(4-fluorophenyl)-3-(4-(trifluoromethyl)phenyl)-1-propanol), CC1=CC=C(C2=CC=CC=C12)C(=O)O (4-methyl-1-naphthalenecarboxylic acid), Cl.C(C)N=C=NCCCN(C)C (1-ethyl-3-(3-dimethylaminopropyl)carbodiimide hydrochloride), ON1N=NC2=C1C=CC=C2 (1-hydroxy-1H-benzotriazole). Run in O (water), C(C)#N (acetonitrile). Reaction conditions: time 8 hour. Yields the product FC1=CC=C(C=C1)C(C(CC1=CC=C(C=C1)C(F)(F)F)NC(=O)C1=CC=C(C2=CC=CC=C12)C)O (N-((1RS,2SR)-2-(4-fluorophenyl)-2-hydroxy-1-((4-(trifluoromethyl)phenyl)methyl)ethyl)-4-methyl-1-naphthalenecarboxamide). Isolated yield 70.2%. As a reaction SMILES: [NH2:1][CH:2]([CH2:12][C:13]1[CH:18]=[CH:17][C:16]([C:19]([F:22])([F:21])[F:20])=[CH:15][CH:14]=1)[CH:3]([C:5]1[CH:10]=[CH:9][C:8]([F:11])=[CH:7][CH:6]=1)[OH:4].[CH3:23][C:24]1[C:33]2[C:28](=[CH:29][CH:30]=[CH:31][CH:32]=2)[C:27]([C:34](O)=[O:35])=[CH:26][CH:25]=1.Cl.C(N=C=NCCCN(C)C)C.ON1C2C=CC=CC=2N=N1>C(#N)C.O>[F:11][C:8]1[CH:9]=[CH:10][C:5]([CH:3]([OH:4])[CH:2]([NH:1][C:34]([C:27]2[C:28]3[C:33](=[CH:32][CH:31]=[CH:30][CH:29]=3)[C:24]([CH3:23])=[CH:25][CH:26]=2)=[O:35])[CH2:12][C:13]2[CH:18]=[CH:17][C:16]([C:19]([F:22])([F:20])[F:21])=[CH:15][CH:14]=2)=[CH:6][CH:7]=1 |f:2.3|. Reported procedure: To a solution of (1RS,2SR)-2-amino-1-(4-fluorophenyl)-3-(4-(trifluoromethyl)phenyl)-1-propanol (450 mg, 1.44 mmol) in acetonitrile (30 ml) were added 4-methyl-1-naphthalenecarboxylic acid (268 mg, 1.44 mmol) and 1-ethyl-3-(3-dimethylaminopropyl)carbodiimide hydrochloride (413 mg, 2.15 mmol) and 1-hydroxy-1H-benzotriazole (220 mg, 1.44 mmol) and the mixture was stirred overnight at room temperature. The reaction solution was diluted with water (100 ml) and extracted with ethyl acetate (100 ml×2).... Starting materials: FC(C(C(F)(F)F)(O)C1=C(C=CC=C1)N(C1=CC=CC=C1)C)(F)F (1,1,1,3,3,3-hexafluoro-2-(2-(methyl(phenyl)amino)phenyl)propan-2-ol). The solvent is O=P(Cl)(Cl)Cl (POCl3). Conditions: time 1 hour. Product: CN1C=2C=CC=CC2C(C2=CC=CC=C12)(C(F)(F)F)C(F)(F)F (10-methyl-9,9-bis(trifluoromethyl)-9,10-dihydroacridine). Isolated yield 79.4%. As a reaction SMILES: [F:1][C:2]([F:24])([F:23])[C:3]([C:9]1[CH:14]=[CH:13][CH:12]=[CH:11][C:10]=1[N:15]([CH3:22])[C:16]1[CH:21]=[CH:20][CH:19]=[CH:18][CH:17]=1)(O)[C:4]([F:7])([F:6])[F:5]>O=P(Cl)(Cl)Cl>[CH3:22][N:15]1[C:16]2[C:21](=[CH:20][CH:19]=[CH:18][CH:17]=2)[C:3]([C:4]([F:7])([F:6])[F:5])([C:2]([F:24])([F:23])[F:1])[C:9]2[CH:14]=[CH:13][CH:12]=[CH:11][C:10]1=2. Procedure details: 1,1,1,3,3,3-hexafluoro-2-(2-(methyl(phenyl)amino)phenyl)propan-2-ol (0.2 g, 0.57 mmol) was dissolved in 15 mL POCl3 and the solution refluxed under argon for 3 d. Excess POCl3 was distilled off using a short path distillation head, the residue was dissolved in CHCl3, poured into a 10% (v/v) aqueous ammoniacal solution and the biphasic system stirred at room temperature for one hour. The organic layer was separated and the aqueous layer extracted with Et2O (3×50 mL). The organic layers were combi... Starting materials: NC(CO)CO (serinol), ClC(=O)OCC(C)C (isobutyl chloroformate). Yields the product OCC(CO)NC(OCC(C)C)=O (Isobutyl 1,3-dihydroxypropan-2-yl-carbamate). Reaction SMILES: [NH2:1][CH:2]([CH2:5][OH:6])[CH2:3][OH:4].Cl[C:8]([O:10][CH2:11][CH:12]([CH3:14])[CH3:13])=[O:9]>>[OH:4][CH2:3][CH:2]([NH:1][C:8](=[O:9])[O:10][CH2:11][CH:12]([CH3:14])[CH3:13])[CH2:5][OH:6]. Procedure details: Isobutyl 1,3-dihydroxypropan-2-yl-carbamate (iBuDHPC) was prepared using serinol and isobutyl chloroformate according to the general procedure described in Example 2. Reactants: N1N=CC=2C=NC=CC21 (1H-pyrazolo[4,3-c]pyridine), BrN1C(CCC1=O)=O (N-bromosuccinimide), S(=S)(=O)([O-])[O-].[Na+].[Na+] (sodium thiosulfate). Run in C(C)(=O)OCC (ethyl acetate), CN(C=O)C (N,N-dimethylformamide). Reaction conditions: time 2 hour. The product is BrC1=NNC2=C1C=NC=C2 (3-Bromo-1H-pyrazolo[4,3-c]pyridine). The yield is 73.3%. As a reaction SMILES: [NH:1]1[C:9]2[CH:8]=[CH:7][N:6]=[CH:5][C:4]=2[CH:3]=[N:2]1.[Br:10]N1C(=O)CCC1=O.S([O-])([O-])(=O)=S.[Na+].[Na+]>CN(C)C=O.C(OCC)(=O)C>[Br:10][C:3]1[C:4]2[CH:5]=[N:6][CH:7]=[CH:8][C:9]=2[NH:1][N:2]=1 |f:2.3.4|. Reported procedure: To a solution of 3.85 g of 1H-pyrazolo[4,3-c]pyridine in 50 mL of N,N-dimethylformamide was added 6.04 g of N-bromosuccinimide at room temperature and stirred at this temperature for 2 hours. Adding 10 mL of 10% sodium thiosulfate aqueous solution, the solution was diluted with ethyl acetate. The organic layer was washed successively with saturated aqueous ammonium chloride and saturated brine, dried over anhydrous magnesium sulfate, and the solvent was evaporated, to afford 4.69 g of the title ...